From a dataset of the Open Reaction Database (ORD), a public repository of structured organic reaction records. describe an organic reaction: reactants, conditions, products, and yield The reactants are [Li].FC(OC=1C=C(C=NC1)C(=CC(C(=O)OCC)=O)[O-])(F)F (Lithium 1-(5-trifluoromethoxypyridin-3-yl)-4-ethoxy-3,4-dioxobut-1-en-1-olate), ClC=1C=C(C=C(C1)F)C1=CC(=NN1C1=NC=CC=C1)C(=O)O (5-(3-Chloro-5-fluorophenyl)-1-(pyridin-2-yl)-1H-pyrazole-3-carboxylic acid), Cl.ClC=1C=C(C=CC1F)NN (3-chloro-4-fluorophenylhydrazine hydrochloride). Product: ClC=1C=C(C=CC1F)N1N=C(C=C1C=1C=NC=C(C1)OC(F)(F)F)C(=O)O (1-(3-Chloro-4-fluorophenyl)-5-(5-trifluoromethoxypyridin-3-yl)-1H-pyrazole-3-carboxylic acid). RXN SMILES: [Li].[F:2][C:3]([F:22])([F:21])[O:4][C:5]1[CH:6]=[C:7]([C:11]([O-])=[CH:12][C:13](=O)[C:14]([O:16]CC)=[O:15])[CH:8]=[N:9][CH:10]=1.ClC1C=C(C2N(C3C=CC=CN=3)N=C(C(O)=O)C=2)C=C(F)C=1.Cl.[Cl:46][C:47]1[CH:48]=[C:49]([NH:54][NH2:55])[CH:50]=[CH:51][C:52]=1[F:53]>>[Cl:46][C:47]1[CH:48]=[C:49]([N:54]2[C:11]([C:7]3[CH:8]=[N:9][CH:10]=[C:5]([O:4][C:3]([F:2])([F:21])[F:22])[CH:6]=3)=[CH:12][C:13]([C:14]([OH:16])=[O:15])=[N:55]2)[CH:50]=[CH:51][C:52]=1[F:53] |f:0.1,3.4,^1:0|. Procedure: 1.13 g (3.25 mmol) of the compound of Example 18A is reacted analogously to the synthesis of the compound of Example 20A with 961 mg (4.88 mmol) of 3-chloro-4-fluorophenylhydrazine hydrochloride. After hydrolysis, 576 mg (44% of theory) of the title compound is obtained. Starting materials: C(CCCC)[C@@H]1CC[C@H](CC1)CO ((trans-4-pentylcyclohexyl)methanol), C1(=CC=CC=C1)P(C1=CC=CC=C1)C1=CC=CC=C1 (triphenylphosphine), solid, BrC(Br)(Br)Br (tetrabromomethane). The solvent is C(Cl)Cl (methylene chloride). Run at time 18 hour. The product is BrC[C@@H]1CC[C@H](CC1)CCCCC (trans-1-(bromomethyl)-4-pentylcyclohexane). Isolated yield 97.0%. As a reaction SMILES: [CH2:1]([C@H:6]1[CH2:11][CH2:10][C@H:9]([CH2:12]O)[CH2:8][CH2:7]1)[CH2:2][CH2:3][CH2:4][CH3:5].C1(P(C2C=CC=CC=2)C2C=CC=CC=2)C=CC=CC=1.[Br:33]C(Br)(Br)Br>C(Cl)Cl>[Br:33][CH2:12][C@H:9]1[CH2:10][CH2:11][C@H:6]([CH2:1][CH2:2][CH2:3][CH2:4][CH3:5])[CH2:7][CH2:8]1. Procedure details: A solution of 3.69 g of (trans-4-pentylcyclohexyl)methanol and 5.51 g of triphenylphosphine in 70 ml of methylene chloride at -30° C. was placed under argon gasification and treated portionwise within 15 minutes with 7.30 g of solid tetrabromomethane so that the internal temperature did not exceed -20° C. After completion of the addition, the cooling bath was removed and the mixture was stirred for a further 18 hours with gradual warming to room temperature. The mixture was then concentrated on ... The reactants are CC(=O)O[BH-](OC(C)=O)OC(C)=O, ClCCl, CC(C)N, CO, COC(OC)OC, COc1cc2ncnc(Oc3ccc(CC(=O)Nc4ccc(Cl)c(C=O)c4)cc3)c2cc1OC, [Na+]. Yields the product COc1cc2ncnc(Oc3ccc(CC(=O)Nc4ccc(Cl)c(CNC(C)C)c4)cc3)c2cc1OC. RXN SMILES: [C:1]([O:2][BH-:3]([O:4][C:5](=[O:6])[CH3:7])[O:8][C:9](=[O:10])[CH3:11])(=[O:12])[CH3:13].[CH2:60]([Cl:61])[Cl:62].[CH3:49][CH:50]([CH3:51])[NH2:52].[CH3:63][OH:64].[CH:53]([O:54][CH3:55])([O:56][CH3:57])[O:58][CH3:59].[Cl:15][c:16]1[c:17]([CH:47]=[O:48])[cH:18][c:19]([NH:22][C:23]([CH2:24][c:25]2[cH:26][cH:27][c:28]([O:31][c:32]3[n:33][cH:34][n:35][c:36]4[cH:37][c:38]([O:44][CH3:45])[c:39]([O:42][CH3:43])[cH:40][c:41]34)[cH:29][cH:30]2)=[O:46])[cH:20][cH:21]1.[Na+:14]>>[Cl:15][c:16]1[c:17]([CH2:47][NH:52][CH:50]([CH3:49])[CH3:51])[cH:18][c:19]([NH:22][C:23]([CH2:24][c:25]2[cH:26][cH:27][c:28]([O:31][c:32]3[n:33][cH:34][n:35][c:36]4[cH:37][c:38]([O:44][CH3:45])[c:39]([O:42][CH3:43])[cH:40][c:41]34)[cH:29][cH:30]2)=[O:46])[cH:20][cH:21]1. Starting materials: hydrochloride salt, S1C=C(C=C1)C(=O)Cl (3-thiophenecarbonyl chloride), NC=1C=C2C=CC(=CC2=CC1)O (6-aminonaphthalen-2-ol), C(=O)([O-])[O-].[K+].[K+] (K2CO3). Run in C(Cl)Cl (CH2Cl2). Run at time 17.5 hour. Yields the product C1(=CC=CC2=CC=CC=C12)O (napthyl alcohol). Reaction SMILES: N[C:2]1[CH:3]=[C:4]2[C:9](=[CH:10][CH:11]=1)[CH:8]=[C:7](O)[CH:6]=[CH:5]2.C([O-])([O-])=[O:14].[K+].[K+].S1C=CC(C(Cl)=O)=C1>C(Cl)Cl>[C:3]1([OH:14])[C:4]2[C:9](=[CH:8][CH:7]=[CH:6][CH:5]=2)[CH:10]=[CH:11][CH:2]=1 |f:1.2.3|. Reported procedure: The hydrochloride salt of 6-aminonaphthalen-2-ol (3.93 g, 20.1 mmol) and K2CO3 (9.45 g, 68.5 mmol) were suspended in CH2Cl2 (38 ml) and 3-thiophenecarbonyl chloride (4.3 g, 29.3 mmol) was added. The reaction was stirred at room temperature for 17.5 hours and then quenched with water (50 ml) and filtered. The solid was washed with CH2Cl2 and then the solvent was removed in vacuo to provide the intermediate napthyl alcohol.